Dataset: the Open Reaction Database (ORD), a public repository of structured organic reaction records. Task: describe an organic reaction: reactants, conditions, products, and yield The product is CC(C)(C)OC(=O)NC1CN(C2CCCCC2)c2ccccc2NC1=O. Reactants: C, CCO, CC(C)(C)OC(=O)NC1CN(C2C=CCCC2)c2ccccc2NC1=O, [Pd]. RXN SMILES: [C:30].[CH3:27][CH2:28][OH:29].[O:1]=[C:2]1[CH:3]([NH:19][C:20](=[O:21])[O:22][C:23]([CH3:24])([CH3:25])[CH3:26])[CH2:4][N:5]([CH:13]2[CH:14]=[CH:15][CH2:16][CH2:17][CH2:18]2)[c:6]2[c:7]([cH:9][cH:10][cH:11][cH:12]2)[NH:8]1.[Pd:31]>>[O:1]=[C:2]1[CH:3]([NH:19][C:20](=[O:21])[O:22][C:23]([CH3:24])([CH3:25])[CH3:26])[CH2:4][N:5]([CH:13]2[CH2:14][CH2:15][CH2:16][CH2:17][CH2:18]2)[c:6]2[c:7]([cH:9][cH:10][cH:11][cH:12]2)[NH:8]1. The reactants are CC(=O)c1cc2nc(SCc3nccc4c3OCO4)[nH]c2cc1C, O=C([O-])O, ClCCl, [Na+], [Na+], [Na+], O=C(OO)c1cccc(Cl)c1, O=S([O-])([O-])=S. Yields the product CC(=O)c1cc2nc(S(=O)Cc3nccc4c3OCO4)[nH]c2cc1C. Reaction SMILES: [C:1]([CH3:2])(=[O:3])[c:4]1[cH:5][c:6]2[c:7]([nH:8][c:9]([S:11][CH2:12][c:13]3[n:14][cH:15][cH:16][c:17]4[c:18]3[O:19][CH2:20][O:21]4)[n:10]2)[cH:22][c:23]1[CH3:24].[C:46](=[O:47])([O-:48])[OH:49].[CH2:43]([Cl:44])[Cl:45].[Na+:41].[Na+:42].[Na+:50].[OH:25][O:26][C:27]([c:28]1[cH:29][c:30]([Cl:31])[cH:32][cH:33][cH:34]1)=[O:35].[S:36]([O-:37])([O-:38])(=[O:39])=[S:40]>>[C:1]([CH3:2])(=[O:3])[c:4]1[cH:5][c:6]2[c:7]([nH:8][c:9]([S:11]([CH2:12][c:13]3[n:14][cH:15][cH:16][c:17]4[c:18]3[O:19][CH2:20][O:21]4)=[O:25])[n:10]2)[cH:22][c:23]1[CH3:24].